From a dataset of the Open Reaction Database (ORD), a public repository of structured organic reaction records. describe an organic reaction: reactants, conditions, products, and yield Reactants: CCOc1ccc(-c2ccc3c(c2)C=C(C(=O)OC)CCN3S(C)(=O)=O)cc1, C1CCOC1, CO, [Na+], [OH-]. Yields the product CCOc1ccc(-c2ccc3c(c2)C=C(C(=O)O)CCN3S(C)(=O)=O)cc1. As a reaction SMILES: [CH2:1]([CH3:2])[O:3][c:4]1[cH:5][cH:6][c:7](-[c:10]2[cH:11][cH:12][c:13]3[c:14]([cH:28]2)[CH:15]=[C:16]([C:24](=[O:25])[O:26][CH3:27])[CH2:17][CH2:18][N:19]3[S:20](=[O:21])(=[O:22])[CH3:23])[cH:8][cH:9]1.[CH2:33]1[O:34][CH2:35][CH2:36][CH2:37]1.[CH3:31][OH:32].[Na+:30].[OH-:29]>>[CH2:1]([CH3:2])[O:3][c:4]1[cH:5][cH:6][c:7](-[c:10]2[cH:11][cH:12][c:13]3[c:14]([cH:28]2)[CH:15]=[C:16]([C:24](=[O:25])[OH:26])[CH2:17][CH2:18][N:19]3[S:20](=[O:21])(=[O:22])[CH3:23])[cH:8][cH:9]1. Starting materials: CCCCOc1ccc(S(=O)(=O)C2(C(=O)OCC)CCN(Cc3ccc(OC)cc3)CC2)cc1, CO, [Na+], [OH-]. Yields the product CCCCOc1ccc(S(=O)(=O)C2(C(=O)O)CCN(Cc3ccc(OC)cc3)CC2)cc1. As a reaction SMILES: [CH2:1]([CH3:2])[O:3][C:4](=[O:5])[C:6]1([S:21](=[O:22])(=[O:23])[c:24]2[cH:25][cH:26][c:27]([O:30][CH2:31][CH2:32][CH2:33][CH3:34])[cH:28][cH:29]2)[CH2:7][CH2:8][N:9]([CH2:12][c:13]2[cH:14][cH:15][c:16]([O:19][CH3:20])[cH:17][cH:18]2)[CH2:10][CH2:11]1.[CH3:37][OH:38].[Na+:36].[OH-:35]>>[O:3]=[C:4]([OH:5])[C:6]1([S:21](=[O:22])(=[O:23])[c:24]2[cH:25][cH:26][c:27]([O:30][CH2:31][CH2:32][CH2:33][CH3:34])[cH:28][cH:29]2)[CH2:7][CH2:8][N:9]([CH2:12][c:13]2[cH:14][cH:15][c:16]([O:19][CH3:20])[cH:17][cH:18]2)[CH2:10][CH2:11]1. Starting materials: Intermediate 1E, ClC=1C(=NNC1C(F)(F)F)N(CCC)CCC (4-chloro-N,N-dipropyl-5-(trifluoromethyl)-1H-pyrazol-3-amine), FC1=C(C=C(C(=O)OCC2=CC=CC=C2)C=C1)C(=O)OCC (1-benzyl 3-ethyl 4-fluoroisophthalate), FC1=C(C=C(C(=O)OCC2=CC=CC=C2)C=C1)C(=O)OCC (1-benzyl 3-ethyl 4-fluoroisophthalate). Yields the product ClC=1C(=NN(C1C(F)(F)F)C1=C(C=C(C(=O)OCC2=CC=CC=C2)C=C1)C(=O)OCC)N(CCC)CCC (1-Benzyl 3-ethyl 4-(4-chloro-3-(dipropylamino)-5-(trifluoromethyl)-1H-pyrazol-1-yl)isophthalate). Yield: 47.0%. RXN SMILES: [Cl:1][C:2]1[C:3]([N:11]([CH2:15][CH2:16][CH3:17])[CH2:12][CH2:13][CH3:14])=[N:4][NH:5][C:6]=1[C:7]([F:10])([F:9])[F:8].F[C:19]1[CH:34]=[CH:33][C:22]([C:23]([O:25][CH2:26][C:27]2[CH:32]=[CH:31][CH:30]=[CH:29][CH:28]=2)=[O:24])=[CH:21][C:20]=1[C:35]([O:37][CH2:38][CH3:39])=[O:36]>>[Cl:1][C:2]1[C:3]([N:11]([CH2:15][CH2:16][CH3:17])[CH2:12][CH2:13][CH3:14])=[N:4][N:5]([C:19]2[CH:34]=[CH:33][C:22]([C:23]([O:25][CH2:26][C:27]3[CH:32]=[CH:31][CH:30]=[CH:29][CH:28]=3)=[O:24])=[CH:21][C:20]=2[C:35]([O:37][CH2:38][CH3:39])=[O:36])[C:6]=1[C:7]([F:9])([F:8])[F:10]. Procedure details: Following a procedure analogous to that for the synthesis of Intermediate 1E, 4-chloro-N,N-dipropyl-5-(trifluoromethyl)-1H-pyrazol-3-amine (287 mg, 1.06 mmol) and 1-benzyl 3-ethyl 4-fluoroisophthalate (Intermediate 91B, 268 mg, 0.89 mmol) were converted to the title compound (231 mg, 47%). MS(ESI+) m/z 552.3 (M+H)+.